From a dataset of the Open Reaction Database (ORD), a public repository of structured organic reaction records. describe an organic reaction: reactants, conditions, products, and yield Reactants: COC(=O)C12CN(Cc3ccccc3)CC1C(I)=CCC2(C)c1ccccc1, COc1ccc(B(O)O)cc1, CO, Cc1ccccc1, [Na+], [Na+], O=C([O-])[O-], c1ccc(P(c2ccccc2)(c2ccccc2)[Pd](P(c2ccccc2)(c2ccccc2)c2ccccc2)(P(c2ccccc2)(c2ccccc2)c2ccccc2)P(c2ccccc2)(c2ccccc2)c2ccccc2)cc1. The product is COC(=O)C12CN(Cc3ccccc3)CC1C(c1ccc(OC)cc1)=CCC2(C)c1ccccc1. RXN SMILES: [CH3:18][O:19][C:20](=[O:21])[C:22]12[CH2:23][N:24]([CH2:39][c:40]3[cH:41][cH:42][cH:43][cH:44][cH:45]3)[CH2:25][CH:26]1[C:27]([I:38])=[CH:28][CH2:29][C:30]2([c:31]1[cH:32][cH:33][cH:34][cH:35][cH:36]1)[CH3:37].[CH3:1][O:2][c:3]1[cH:4][cH:5][c:6]([B:9]([OH:10])[OH:11])[cH:7][cH:8]1.[CH3:46][OH:47].[CH3:48][c:49]1[cH:50][cH:51][cH:52][cH:53][cH:54]1.[Na+:12].[Na+:13].[O-:14][C:15](=[O:16])[O-:17].[cH:55]1[cH:56][cH:57][c:58]([P:59]([Pd:60]([P:61]([c:62]2[cH:63][cH:64][cH:65][cH:66][cH:67]2)([c:68]2[cH:69][cH:70][cH:71][cH:72][cH:73]2)[c:74]2[cH:75][cH:76][cH:77][cH:78][cH:79]2)([P:80]([c:81]2[cH:82][cH:83][cH:84][cH:85][cH:86]2)([c:87]2[cH:88][cH:89][cH:90][cH:91][cH:92]2)[c:93]2[cH:94][cH:95][cH:96][cH:97][cH:98]2)[P:99]([c:100]2[cH:101][cH:102][cH:103][cH:104][cH:105]2)([c:106]2[cH:107][cH:108][cH:109][cH:110][cH:111]2)[c:112]2[cH:113][cH:114][cH:115][cH:116][cH:117]2)([c:118]2[cH:119][cH:120][cH:121][cH:122][cH:123]2)[c:124]2[cH:125][cH:126][cH:127][cH:128][cH:129]2)[cH:130][cH:131]1>>[CH3:1][O:2][c:3]1[cH:4][cH:5][c:6]([C:27]2=[CH:28][CH2:29][C:30]([c:31]3[cH:32][cH:33][cH:34][cH:35][cH:36]3)([CH3:37])[C:22]3([C:20]([O:19][CH3:18])=[O:21])[CH2:23][N:24]([CH2:39][c:40]4[cH:41][cH:42][cH:43][cH:44][cH:45]4)[CH2:25][CH:26]32)[cH:7][cH:8]1.